From a dataset of the Open Reaction Database (ORD), a public repository of structured organic reaction records. describe an organic reaction: reactants, conditions, products, and yield The reactants are O=C1N(C=CC2=CC=CC=C12)[C@H](C(=O)O)CC ((S)-2-(1-oxo-1H-isoquinolin-2-yl)-butyric acid), C(=O)C1=C(C(=O)O)C=CC=C1 (2-formylbenzoic acid), C(C)(C)(C)OC(C[C@@H](C(COC1=C(C(=CC(=C1F)F)F)F)O)N)=O ((3S)-3-Amino-4-hydroxy-5-(2,3,5,6-tetrafluoro-phenoxy)-pentanoic acid tert-butyl ester). The product is C(C)(C)(C)OC(C[C@@H](C(COC1=C(C(=CC(=C1F)F)F)F)=O)NC([C@H](CC)N1C(C2=CC=CC=C2C=C1)=O)=O)=O ((S,S)-3-[2-(1-oxo-1H-isoquinolin-2-yl)-butyrylamino]-4-oxo-5-(2,3,5,6-tetrafluoro-phenoxy)-pentanoic acid tert butyl ester). RXN SMILES: [O:1]=[C:2]1[C:11]2[C:6](=[CH:7][CH:8]=[CH:9][CH:10]=2)[CH:5]=[CH:4][N:3]1[C@@H:12]([CH2:16][CH3:17])[C:13]([OH:15])=O.C(C1C=CC=CC=1C(O)=O)=O.[C:29]([O:33][C:34](=[O:52])[CH2:35][C@H:36]([NH2:51])[CH:37]([OH:50])[CH2:38][O:39][C:40]1[C:45]([F:46])=[C:44]([F:47])[CH:43]=[C:42]([F:48])[C:41]=1[F:49])([CH3:32])([CH3:31])[CH3:30]>>[C:29]([O:33][C:34](=[O:52])[CH2:35][C@H:36]([NH:51][C:13](=[O:15])[C@@H:12]([N:3]1[CH:4]=[CH:5][C:6]2[C:11](=[CH:10][CH:9]=[CH:8][CH:7]=2)[C:2]1=[O:1])[CH2:16][CH3:17])[C:37](=[O:50])[CH2:38][O:39][C:40]1[C:45]([F:46])=[C:44]([F:47])[CH:43]=[C:42]([F:48])[C:41]=1[F:49])([CH3:32])([CH3:30])[CH3:31]. Procedure details: This compound was prepared using (S)-2-(1-oxo-1H-isoquinolin-2-yl)-butyric acid (prepared from 2-formylbenzoic acid using procedures similar to those described in methods A-E) and (3S)-3-Amino-4-hydroxy-5-(2,3,5,6-tetrafluoro-phenoxy)-pentanoic acid tert-butyl ester (prepared as described in methods H-J) using procedures similar to those described in methods F-G. This compound was isolated as a white solid